From a dataset of the Open Reaction Database (ORD), a public repository of structured organic reaction records. describe an organic reaction: reactants, conditions, products, and yield Solvent: C(C)#N (Acetonitrile), O (water). Product: ClC=1C=C(C=CC1OC(C)C)C1=NN=C(S1)C=1C(=C(C=CC1)C1CCN(CC1)CCC(=O)O)CC (3-{4-[3-(5-{3-chloro-4-[(1-methylethyl)oxy]phenyl}-1,3,4-thiadiazol-2-yl)-2-ethylphenyl]-1-piperidinyl}propanoic acid). Reported procedure: To a solution of 4-[3-(5-{3-chloro-4-[(1-methylethyl)oxy]phenyl}-1,3,4-thiadiazol-2-yl)-2-ethylphenyl]piperidine (D120) (200 mg, 0.452 mmol) in Acetonitrile (10 mL) was added DBU (0.205 mL, 1.357 mmol) and ethyl 2-propenoate (136 mg, 1.357 mmol). The reaction solution was heated to 60° C. for 2 h. The reaction solution was concentrated and the residue was hydrolized with a solution of NaOH (4.52 mL, 2.262 mmol) in water. The reaction mixture was neutralized with 2N HCl till pH ˜6.0. The mixture ... Yield: 5.2%. Run at temperature 60 celsius. Reaction SMILES: [Cl:1][C:2]1[CH:3]=[C:4]([C:12]2[S:16][C:15]([C:17]3[C:18]([CH2:29][CH3:30])=[C:19]([CH:23]4[CH2:28][CH2:27][NH:26][CH2:25][CH2:24]4)[CH:20]=[CH:21][CH:22]=3)=[N:14][N:13]=2)[CH:5]=[CH:6][C:7]=1[O:8][CH:9]([CH3:11])[CH3:10].C1CCN2C(=NCCC2)CC1.[C:42]([O:46]CC)(=[O:45])[CH:43]=[CH2:44].[OH-].[Na+].Cl>C(#N)C.O>[Cl:1][C:2]1[CH:3]=[C:4]([C:12]2[S:16][C:15]([C:17]3[C:18]([CH2:29][CH3:30])=[C:19]([CH:23]4[CH2:28][CH2:27][N:26]([CH2:44][CH2:43][C:42]([OH:46])=[O:45])[CH2:25][CH2:24]4)[CH:20]=[CH:21][CH:22]=3)=[N:14][N:13]=2)[CH:5]=[CH:6][C:7]=1[O:8][CH:9]([CH3:11])[CH3:10] |f:3.4|. Reactants: ClC=1C=C(C=CC1OC(C)C)C1=NN=C(S1)C=1C(=C(C=CC1)C1CCNCC1)CC (4-[3-(5-{3-chloro-4-[(1-methylethyl)oxy]phenyl}-1,3,4-thiadiazol-2-yl)-2-ethyl phenyl]piperidine), C1CCC2=NCCCN2CC1 (DBU), C(C=C)(=O)OCC (ethyl 2-propenoate), [OH-].[Na+] (NaOH), Cl (HCl). The reactants are ClCCl, COC(=O)CN(C(=O)C(F)(F)F)c1ccc([N+](=O)[O-])cc1, CO, [H][H]. Product: COC(=O)CN(C(=O)C(F)(F)F)c1ccc(N)cc1. RXN SMILES: [CH2:26]([Cl:27])[Cl:28].[CH3:1][O:2][C:3]([CH2:4][N:5]([C:6]([C:7]([F:8])([F:9])[F:10])=[O:11])[c:12]1[cH:13][cH:14][c:15]([N+:18]([O-:19])=[O:20])[cH:16][cH:17]1)=[O:21].[CH3:24][OH:25].[H:22][H:23]>>[CH3:1][O:2][C:3]([CH2:4][N:5]([C:6]([C:7]([F:8])([F:9])[F:10])=[O:11])[c:12]1[cH:13][cH:14][c:15]([NH2:18])[cH:16][cH:17]1)=[O:21]. Starting materials: C1(CC1)N1C(C(N(C2=CC=CC=C12)O)=O)=O (1-cyclopropyl-4-hydroxy-1,4-dihydro-quinoxaline-2,3-dione), C1(=CC=CC=C1)P(C1=CC=CC=C1)C1=CC=CC=C1 (triphenylphosphine), ClCCl (dichloromethane). Run in CN(C=O)C (N,N-dimethylformamide). Reaction conditions: temperature 135 celsius, time 4 hour. Product: C1(CC1)N1C(C(NC2=CC=CC=C12)=O)=O (1-Cyclopropyl-1,4-dihydro-quinoxaline-2,3-dione). Yield: 84.1%. RXN SMILES: [CH:1]1([N:4]2[C:13]3[C:8](=[CH:9][CH:10]=[CH:11][CH:12]=3)[N:7](O)[C:6](=[O:15])[C:5]2=[O:16])[CH2:3][CH2:2]1.C1(P(C2C=CC=CC=2)C2C=CC=CC=2)C=CC=CC=1.ClCCl>CN(C)C=O>[CH:1]1([N:4]2[C:13]3[C:8](=[CH:9][CH:10]=[CH:11][CH:12]=3)[NH:7][C:6](=[O:15])[C:5]2=[O:16])[CH2:3][CH2:2]1. Procedure details: To a solution of 1-cyclopropyl-4-hydroxy-1,4-dihydro-quinoxaline-2,3-dione (31.0 g, 0.14 mol, 1.0 equiv) in N,N-dimethylformamide (250 mL) was added triphenylphosphine (55.9 g, 0.21 mol, 1.5 equiv; [CAS RN 603-35-0]) and the reaction mixture stirred at 135° C. for 4 hours. The reaction mixture was cooled down to 0° C. and dichloromethane (400 mL) was added. The suspension was stirred for 30 min., filtered and washed with dichloromethane (200 mL) providing 23.8 g (83%) of the title compound as a ... Starting materials: NCCC(=O)OC (methyl 3-aminopropanoate), FC(C1=NC(=NO1)C=1C=C(C(=O)O)C=CC1)(F)F (3-(5-(trifluoromethyl)-1,2,4-oxadiazol-3-yl)benzoic acid). Product: FC(C1=NC(=NO1)C=1C=C(C(=O)NCCC(=O)OC)C=CC1)(F)F (Methyl 3-(3-(5-(trifluoromethyl)-1,2,4-oxadiazol-3-yl)benzamido)propanoate). Isolated yield 75.0%. RXN SMILES: [NH2:1][CH2:2][CH2:3][C:4]([O:6][CH3:7])=[O:5].[F:8][C:9]([F:25])([F:24])[C:10]1[O:14][N:13]=[C:12]([C:15]2[CH:16]=[C:17]([CH:21]=[CH:22][CH:23]=2)[C:18](O)=[O:19])[N:11]=1>>[F:24][C:9]([F:8])([F:25])[C:10]1[O:14][N:13]=[C:12]([C:15]2[CH:16]=[C:17]([CH:21]=[CH:22][CH:23]=2)[C:18]([NH:1][CH2:2][CH2:3][C:4]([O:6][CH3:7])=[O:5])=[O:19])[N:11]=1. Procedure details: This compound was synthesized from methyl 3-aminopropanoate and 3-(5-(trifluoromethyl)-1,2,4-oxadiazol-3-yl)benzoic acid as described in example 8 step 6 (120 mgs, yield 75%). MS (ESI) m/z: Calculated for C14H12F3N3O4: 343.08. found: 344.1 (M+H)+. Reactants: C(C)OC1=C(C(=C(C=C1)C1=C2CCC(C2=CC=C1)=O)O)OC (4-(4-ethoxy-2-hydroxy-3-methoxyphenyl)-2,3-dihydro-1H-inden-1-one), C([O-])([O-])=O.[K+].[K+] (potassium carbonate), C(CC)Br (propyl bromide). Solvent: C(C)#N (acetonitrile). Run at temperature 80 celsius. Product: C(C)OC1=C(C(=C(C=C1)C1=C2CCC(C2=CC=C1)=O)OCCC)OC (4-(4-Ethoxy-3-methoxy-2-propoxyphenyl)-2,3-dihydro-1H-inden-1-one). Yield: 7.7%. Reaction SMILES: [CH2:1]([O:3][C:4]1[CH:9]=[CH:8][C:7]([C:10]2[CH:18]=[CH:17][CH:16]=[C:15]3[C:11]=2[CH2:12][CH2:13][C:14]3=[O:19])=[C:6]([OH:20])[C:5]=1[O:21][CH3:22])[CH3:2].C(=O)([O-])[O-].[K+].[K+].[CH2:29](Br)[CH2:30][CH3:31]>C(#N)C>[CH2:1]([O:3][C:4]1[CH:9]=[CH:8][C:7]([C:10]2[CH:18]=[CH:17][CH:16]=[C:15]3[C:11]=2[CH2:12][CH2:13][C:14]3=[O:19])=[C:6]([O:20][CH2:29][CH2:30][CH3:31])[C:5]=1[O:21][CH3:22])[CH3:2] |f:1.2.3|. Reported procedure: To a stirring solution of 4-(4-ethoxy-2-hydroxy-3-methoxyphenyl)-2,3-dihydro-1H-inden-1-one (80 mg, 0.268 mmol) in acetonitrile was added potassium carbonate (111 mg, 0.805 mmol) and propyl bromide (99 mg, 0.805 mmol) and the resultant reaction mixture was heated to 80° C. for 4 h. The reaction mixture was cooled to RT, filtered through celite and the filtrate was concentrated under reduced pressure. Purification of the residue by flash column chromatography (silica gel, 0-20% ethyl acetate in p... The reactants are C=CCBr, C1CCOC1, [H-], [Na+], CN(C)C=O, O=C1CCc2cc(O)ccc21. Yields the product C=CCOc1ccc2c(c1)CCC2=O. RXN SMILES: [CH2:14]([CH:15]=[CH2:16])[Br:17].[CH2:18]1[O:19][CH2:20][CH2:21][CH2:22]1.[H-:13].[Na+:12].[O:23]=[CH:24][N:25]([CH3:26])[CH3:27].[OH:1][c:2]1[cH:3][c:4]2[c:8]([cH:9][cH:10]1)[C:7](=[O:11])[CH2:6][CH2:5]2>>[O:1]([c:2]1[cH:3][c:4]2[c:8]([cH:9][cH:10]1)[C:7](=[O:11])[CH2:6][CH2:5]2)[CH2:16][CH:15]=[CH2:14]. The product is C=CC(OCC(=O)c1ccccc1F)C(F)(F)F. The reactants are Fc1ccccc1Br, [Li]CCCC, C1CCOC1, C=CC(OCC(=O)N(C)OC)C(F)(F)F, CCCCCC, [Cl-], [NH4+]. RXN SMILES: [Br:6][c:7]1[c:8]([F:13])[cH:9][cH:10][cH:11][cH:12]1.[CH2:1]([Li:2])[CH2:3][CH2:4][CH3:5].[CH2:37]1[O:38][CH2:39][CH2:40][CH2:41]1.[CH3:14][O:15][N:16]([C:17]([CH2:18][O:19][CH:20]([C:21]([F:22])([F:23])[F:24])[CH:25]=[CH2:26])=[O:27])[CH3:28].[CH3:31][CH2:32][CH2:33][CH2:34][CH2:35][CH3:36].[Cl-:29].[NH4+:30]>>[c:7]1([C:17]([CH2:18][O:19][CH:20]([C:21]([F:22])([F:23])[F:24])[CH:25]=[CH2:26])=[O:27])[c:8]([F:13])[cH:9][cH:10][cH:11][cH:12]1.